Dataset: the Open Reaction Database (ORD), a public repository of structured organic reaction records. Task: describe an organic reaction: reactants, conditions, products, and yield The reactants are CCOC(=O)Nc1ccc(-c2nnc(CSCCOc3ccccc3)o2)cc1, CN(C)CCCCCCN. Yields the product CN(C)CCCCCCNC(=O)Nc1ccc(-c2nnc(CSCCOc3ccccc3)o2)cc1. As a reaction SMILES: [CH2:1]([O:3][C:4](=[O:2])[NH:5][c:6]1[cH:7][cH:8][c:9](-[c:12]2[o:13][c:14]([CH2:17][S:18][CH2:19][CH2:20][O:21][c:22]3[cH:23][cH:24][cH:25][cH:26][cH:27]3)[n:15][n:16]2)[cH:10][cH:11]1)[CH3:28].[CH3:29][N:30]([CH2:31][CH2:32][CH2:33][CH2:34][CH2:35][CH2:36][NH2:37])[CH3:38]>>[O:3]=[C:4]([NH:5][c:6]1[cH:7][cH:8][c:9](-[c:12]2[o:13][c:14]([CH2:17][S:18][CH2:19][CH2:20][O:21][c:22]3[cH:23][cH:24][cH:25][cH:26][cH:27]3)[n:15][n:16]2)[cH:10][cH:11]1)[NH:37][CH2:36][CH2:35][CH2:34][CH2:33][CH2:32][CH2:31][N:30]([CH3:29])[CH3:38].